This data is from the Open Reaction Database (ORD), a public repository of structured organic reaction records. The task is: describe an organic reaction: reactants, conditions, products, and yield Starting materials: [Br-], CC(=O)OC(C)(C)C, COc1cc2c(cc1OCc1ccccc1)C(C#N)(Sc1ccc(Cl)cc1)C2, CC[Mg+], CCOCC, CC(C)NC(C)C, C1CCOC1. Yields the product COc1cc2c(cc1OCc1ccccc1)C(Sc1ccc(Cl)cc1)(C(N)=CC(=O)OC(C)(C)C)C2. RXN SMILES: [Br-:1].[C:12]([CH3:13])(=[O:14])[O:15][C:16]([CH3:17])([CH3:18])[CH3:19].[CH2:20]([c:21]1[cH:22][cH:23][cH:24][cH:25][cH:26]1)[O:27][c:28]1[c:29]([O:46][CH3:47])[cH:30][c:31]2[c:34]([cH:35]1)[C:33]([C:36]#[N:37])([S:38][c:39]1[cH:40][cH:41][c:42]([Cl:45])[cH:43][cH:44]1)[CH2:32]2.[CH2:2]([Mg+:3])[CH3:4].[CH3:48][CH2:49][O:50][CH2:51][CH3:52].[CH:5]([NH:6][CH:7]([CH3:8])[CH3:9])([CH3:10])[CH3:11].[O:53]1[CH2:54][CH2:55][CH2:56][CH2:57]1>>[C:12]([CH:13]=[C:36]([C:33]1([S:38][c:39]2[cH:40][cH:41][c:42]([Cl:45])[cH:43][cH:44]2)[CH2:32][c:31]2[cH:30][c:29]([O:46][CH3:47])[c:28]([O:27][CH2:20][c:21]3[cH:22][cH:23][cH:24][cH:25][cH:26]3)[cH:35][c:34]21)[NH2:37])(=[O:14])[O:15][C:16]([CH3:17])([CH3:18])[CH3:19]. Starting materials: N1CCC(CC1)OC1=CC(=C(C=C1)CC(=O)N1CCC(CC1)N1C(CCC2=CC=CC=C12)=O)OC (1-(1-(4-(4-piperidinyloxy)-2-methoxyphenylacetyl)piperidin-4-yl)-3,4-dihydro-2(1H)-quinolinone), CC1=NC=CC=C1CCl (2-methyl-3-chloromethylpyridine), CCN(C(C)C)C(C)C (DIEA). Conditions: temperature 50 celsius. Product: CC=1C(=NC=CC1)CN1CCC(CC1)OC1=CC(=C(C=C1)CC(=O)N1CCC(CC1)N1C(CCC2=CC=CC=C12)=O)OC (1-(1-(4-(1-(3-Methyl-2-pyridylmethyl)-4-piperidinyloxy)-2-methoxyphenylacetyl)piperidin-4-yl)-3,4-dihydro-2(1H)-quinolinone). RXN SMILES: [NH:1]1[CH2:6][CH2:5][CH:4]([O:7][C:8]2[CH:13]=[CH:12][C:11]([CH2:14][C:15]([N:17]3[CH2:22][CH2:21][CH:20]([N:23]4[C:32]5[C:27](=[CH:28][CH:29]=[CH:30][CH:31]=5)[CH2:26][CH2:25][C:24]4=[O:33])[CH2:19][CH2:18]3)=[O:16])=[C:10]([O:34][CH3:35])[CH:9]=2)[CH2:3][CH2:2]1.[CH3:36][C:37]1[C:42]([CH2:43]Cl)=[CH:41][CH:40]=[CH:39][N:38]=1.CCN(C(C)C)C(C)C>>[CH3:43][C:42]1[C:37]([CH2:36][N:1]2[CH2:6][CH2:5][CH:4]([O:7][C:8]3[CH:13]=[CH:12][C:11]([CH2:14][C:15]([N:17]4[CH2:18][CH2:19][CH:20]([N:23]5[C:32]6[C:27](=[CH:28][CH:29]=[CH:30][CH:31]=6)[CH2:26][CH2:25][C:24]5=[O:33])[CH2:21][CH2:22]4)=[O:16])=[C:10]([O:34][CH3:35])[CH:9]=3)[CH2:3][CH2:2]2)=[N:38][CH:39]=[CH:40][CH:41]=1. Procedure details: To a solution of 1-(1-(4-(4-piperidinyloxy)-2-methoxyphenylacetyl)piperidin-4-yl)-3,4-dihydro-2(1H)-quinolinone (200 mg, 0.34 mmol) from Example 195 in dry degassed DMF (5 mL) was added 2-methyl-3-chloromethylpyridine (100 mg, 0.68 mmol) and DIEA (0.10 mL, 0.66 mmol) and the reaction was warmed to 50° C. for 72 hours. The solvent was removed under reduced pressure and the residue was purified by pressurized silica gel column chromatography using 98:2 CH2Cl2 :MeOH as eluant. The product-containin... Reactants: Cc1ccc(-n2nc(C(C)(CF)CF)cc2NC(=O)Nc2cnc(OC3CCN(C(=O)OC(C)(C)C)CC3)c3ccccc23)cc1, ClCCl, Cl, C1COCCO1. Product: Cl, Cc1ccc(-n2nc(C(C)(CF)CF)cc2NC(=O)Nc2cnc(OC3CCNCC3)c3ccccc23)cc1. RXN SMILES: [C:1]([O:2][C:3](=[O:4])[N:8]1[CH2:9][CH2:10][CH:11]([O:14][c:15]2[n:16][cH:17][c:18]([NH:25][C:26](=[O:27])[NH:28][c:29]3[n:30](-[c:40]4[cH:41][cH:42][c:43]([CH3:46])[cH:44][cH:45]4)[n:31][c:32]([C:34]([CH2:35][F:36])([CH3:37])[CH2:38][F:39])[cH:33]3)[c:19]3[cH:20][cH:21][cH:22][cH:23][c:24]23)[CH2:12][CH2:13]1)([CH3:5])([CH3:6])[CH3:7].[Cl:54][CH2:55][Cl:56].[ClH:47].[O:48]1[CH2:49][CH2:50][O:51][CH2:52][CH2:53]1>>[ClH:47].[NH:8]1[CH2:9][CH2:10][CH:11]([O:14][c:15]2[n:16][cH:17][c:18]([NH:25][C:26](=[O:27])[NH:28][c:29]3[n:30](-[c:40]4[cH:41][cH:42][c:43]([CH3:46])[cH:44][cH:45]4)[n:31][c:32]([C:34]([CH2:35][F:36])([CH3:37])[CH2:38][F:39])[cH:33]3)[c:19]3[cH:20][cH:21][cH:22][cH:23][c:24]23)[CH2:12][CH2:13]1.